From a dataset of the Open Reaction Database (ORD), a public repository of structured organic reaction records. describe an organic reaction: reactants, conditions, products, and yield Starting materials: C1(CCCC1)C(CCC1=CC(=C(C=C1)C1(CCC1)C#N)F)(CC=1OC(OC(C1)=O)(C)C)O (1-{4-[3-Cyclopentyl-4-(2,2-dimethyl-6-oxo-6H-[1,3]dioxin-4-yl)-3-hydroxy-butyl]-2-fluoro-phenyl}-cyclobutanecarbonitrile), C1(CCCC1)C(CCC1=CC(=C(C=C1)C1(CC1)C#N)F)(CC=1OC(OC(C1)=O)(C)C)O (1-{4-[3-Cyclopentyl-4-(2,2-dimethyl-6-oxo-6H-[1,3]dioxin-4-yl)-3-hydroxy-butyl]-2-fluoro-phenyl}-cyclopropanecarbonitrile). The product is C1(CCCC1)C1(OC(CC(C1)=O)=O)CCC1=CC(=C(C=C1)C1(CCC1)C#N)F (1-{4-[2-(2-Cyclopentyl-4,6-dioxo-tetrahydro-pyran-2-yl)-ethyl]-2-fluoro-phenyl}-cyclobutanecarbonitrile). Procedure: The desired product was prepared analogously to Example A(86) step 5 substituting 1-{4-[3-Cyclopentyl-4-(2,2-dimethyl-6-oxo-6H-[1,3]dioxin-4-yl)-3-hydroxy-butyl]-2-fluoro-phenyl}-cyclobutanecarbonitrile (1.00 g, 2.2 mmol) from step 3 below in place of 1-{4-[3-Cyclopentyl-4-(2,2-dimethyl-6-oxo-6H-[1,3]dioxin-4-yl)-3-hydroxy-butyl]-2-fluoro-phenyl}-cyclopropanecarbonitrile. Yield: 0.477 g, 57%. RXN SMILES: [CH:1]1([C:6]([OH:32])([CH2:22][C:23]2[O:24]C(C)(C)O[C:27](=[O:29])[CH:28]=2)[CH2:7][CH2:8][C:9]2[CH:14]=[CH:13][C:12]([C:15]3([C:19]#[N:20])[CH2:18][CH2:17][CH2:16]3)=[C:11]([F:21])[CH:10]=2)[CH2:5][CH2:4][CH2:3][CH2:2]1.C1(C(O)(CC2OC(C)(C)OC(=O)C=2)CCC2C=CC(C3(C#N)CC3)=C(F)C=2)CCCC1>>[CH:1]1([C:6]2([CH2:7][CH2:8][C:9]3[CH:14]=[CH:13][C:12]([C:15]4([C:19]#[N:20])[CH2:18][CH2:17][CH2:16]4)=[C:11]([F:21])[CH:10]=3)[CH2:22][C:23](=[O:24])[CH2:28][C:27](=[O:29])[O:32]2)[CH2:5][CH2:4][CH2:3][CH2:2]1.